The task is: describe an organic reaction: reactants, conditions, products, and yield. This data is from the Open Reaction Database (ORD), a public repository of structured organic reaction records. Starting materials: COC(=O)C=CC1C(C(=O)O)C1(C)C, ClC(Cl)Cl, [Cl-], OCc1ccccc1, c1ccccc1. Product: COC(=O)C=CC1C(C(=O)OCc2ccccc2)C1(C)C. As a reaction SMILES: [CH3:2][C:3]1([CH3:15])[CH:4]([C:12](=[O:13])[OH:14])[CH:5]1[CH:6]=[CH:7][C:8](=[O:9])[O:10][CH3:11].[CH:30]([Cl:31])([Cl:32])[Cl:33].[Cl-:1].[OH:16][CH2:17][c:18]1[cH:19][cH:20][cH:21][cH:22][cH:23]1.[cH:24]1[cH:25][cH:26][cH:27][cH:28][cH:29]1>>[CH3:2][C:3]1([CH3:15])[CH:4]([C:12](=[O:13])[O:14][CH2:17][c:18]2[cH:19][cH:20][cH:21][cH:22][cH:23]2)[CH:5]1[CH:6]=[CH:7][C:8](=[O:9])[O:10][CH3:11]. Reactants: O=C([O-])[O-], CC(C)=O, CC(=O)C(Cl)C(C)=O, Oc1cc(Cl)cc(Cl)c1, [I-], [K+], [K+], [Na+], O. Yields the product CC(=O)C(Oc1cc(Cl)cc(Cl)c1)C(C)=O. Reaction SMILES: [C:18](=[O:19])([O-:20])[O-:21].[CH3:26][C:27](=[O:28])[CH3:29].[Cl:1][CH:2]([C:3]([CH3:4])=[O:5])[C:6]([CH3:7])=[O:8].[Cl:9][c:10]1[cH:11][c:12]([OH:17])[cH:13][c:14]([Cl:16])[cH:15]1.[I-:25].[K+:22].[K+:23].[Na+:24].[OH2:30]>>[CH:2]([C:3]([CH3:4])=[O:5])([C:6]([CH3:7])=[O:8])[O:17][c:12]1[cH:11][c:10]([Cl:9])[cH:15][c:14]([Cl:16])[cH:13]1. Reactants: Cc1nc[nH]c1C, CCOC(C)=O, O=C(c1ccc(Cl)cc1Cl)C1CC1. Yields the product Cc1nc2n(c1C)CCC=C2c1ccc(Cl)cc1Cl. As a reaction SMILES: [CH3:14][c:15]1[n:16][cH:17][nH:18][c:19]1[CH3:20].[CH3:21][CH2:22][O:23][C:24](=[O:25])[CH3:26].[Cl:1][c:2]1[c:3]([C:9](=[O:10])[CH:11]2[CH2:12][CH2:13]2)[cH:4][cH:5][c:6]([Cl:8])[cH:7]1>>[Cl:1][c:2]1[c:3]([C:9]2=[CH:11][CH2:13][CH2:12][n:18]3[c:17]2[n:16][c:15]([CH3:14])[c:19]3[CH3:20])[cH:4][cH:5][c:6]([Cl:8])[cH:7]1. Starting materials: ClCCCO (1-chloro-3-propanol), ClCC1=C(C(=CC=C1)F)OC (1-chloromethyl-3-fluoro-2-methoxy-benzene). The product is ClCCCOCC1=C(C(=CC=C1)F)OC (1-(3-chloro-propoxymethyl)-3-fluoro-2-methoxy-benzene). RXN SMILES: [Cl:1][CH2:2][CH2:3][CH2:4][OH:5].Cl[CH2:7][C:8]1[CH:13]=[CH:12][CH:11]=[C:10]([F:14])[C:9]=1[O:15][CH3:16]>>[Cl:1][CH2:2][CH2:3][CH2:4][O:5][CH2:7][C:8]1[CH:13]=[CH:12][CH:11]=[C:10]([F:14])[C:9]=1[O:15][CH3:16]. Procedure details: In an analogous manner to that described in (δ) 1-chloromethyl-3-fluoro-2-methoxy-benzene was reacted with 1-chloro-3-propanol to yield 1-(3-chloro-propoxymethyl)-3-fluoro-2-methoxy-benzene as a colorless liquid; MS: 232 (M)+. Reactants: CCOC(C)=O, CCO, COc1ccc(N(C(=O)CNc2ccc(F)cc2[N+](=O)[O-])C(C)C)cc1, [H][H]. Yields the product COc1ccc(N(C(=O)CNc2ccc(F)cc2N)C(C)C)cc1. Reaction SMILES: [CH3:1][CH2:2][O:3][C:4](=[O:5])[CH3:6].[CH3:35][CH2:36][OH:37].[F:7][c:8]1[cH:9][c:10]([N+:30]([O-:31])=[O:32])[c:11]([NH:14][CH2:15][C:16](=[O:17])[N:18]([c:19]2[cH:20][cH:21][c:22]([O:25][CH3:26])[cH:23][cH:24]2)[CH:27]([CH3:28])[CH3:29])[cH:12][cH:13]1.[H:33][H:34]>>[F:7][c:8]1[cH:9][c:10]([NH2:30])[c:11]([NH:14][CH2:15][C:16](=[O:17])[N:18]([c:19]2[cH:20][cH:21][c:22]([O:25][CH3:26])[cH:23][cH:24]2)[CH:27]([CH3:28])[CH3:29])[cH:12][cH:13]1. Starting materials: O=C(NCc1ccccc1)OC1=C(c2ccccc2)S(=O)(=O)C(c2ccccc2)=C1O, Clc1ccccc1Cl. The product is O=C=NCc1ccccc1. As a reaction SMILES: [CH2:1]([c:2]1[cH:3][cH:4][cH:5][cH:6][cH:7]1)[NH:8][C:9](=[O:10])[O:11][C:12]1=[C:25]([c:26]2[cH:27][cH:28][cH:29][cH:30][cH:31]2)[S:22](=[O:23])(=[O:24])[C:15]([c:16]2[cH:17][cH:18][cH:19][cH:20][cH:21]2)=[C:13]1[OH:14].[Cl:32][c:33]1[cH:34][cH:35][cH:36][cH:37][c:38]1[Cl:39]>>[CH2:1]([c:2]1[cH:3][cH:4][cH:5][cH:6][cH:7]1)[N:8]=[C:9]=[O:10].